The task is: describe an organic reaction: reactants, conditions, products, and yield. This data is from the Open Reaction Database (ORD), a public repository of structured organic reaction records. Reactants: C(C1=CC=CC=C1)OC(=O)NCCCCCC(=O)O (6-benzyloxycarbonylaminohexanoic acid), C(=O)(N1C=NC=C1)N1C=NC=C1 (1,1'-carbonyldiimidazole), white powder, magnesium enolate, C(CC(=O)[O-])(=O)OCC (monoethyl malonate), Cl (hydrochloric acid). The solvent is O1CCCC1 (tetrahydrofuran), O1CCCC1 (tetrahydrofuran). Conditions: time 2 hour. Yields the product C(C1=CC=CC=C1)OC(=O)NCCCCCC(CC(=O)OCC)=O (ethyl 8-benzyloxycarbonylamino-3-ketooctanoate). Isolated yield 70.1%. RXN SMILES: [CH2:1]([O:8][C:9]([NH:11][CH2:12][CH2:13][CH2:14][CH2:15][CH2:16][C:17]([OH:19])=O)=[O:10])[C:2]1[CH:7]=[CH:6][CH:5]=[CH:4][CH:3]=1.C(N1C=CN=C1)(N1C=CN=C1)=O.[C:32]([O:38][CH2:39][CH3:40])(=[O:37])[CH2:33]C([O-])=O.Cl>O1CCCC1>[CH2:1]([O:8][C:9]([NH:11][CH2:12][CH2:13][CH2:14][CH2:15][CH2:16][C:17](=[O:19])[CH2:33][C:32]([O:38][CH2:39][CH3:40])=[O:37])=[O:10])[C:2]1[CH:3]=[CH:4][CH:5]=[CH:6][CH:7]=1. Procedure details: A solution of 2.65 g (10 mmoles) of 6-benzyloxycarbonylaminohexanoic acid and 1.62 g (10 mmoles) of commercial 1,1'-carbonyldiimidazole in 25 ml of anhydrous tetrahydrofuran was stirred for 15 minutes at room temperature. To the reaction mixture was added a suspension of 6.18 g (40 mmoles) of a white powder of magnesium enolate of monoethyl malonate (prepared from 5.28 g of monoethyl malonate and 972 mg of magnesium) in 50 ml of anhydrous tetrahydrofuran. The mixture was stirred for 2 hours at r... Reactants: CC(C)O, Cl, O=[N+]([O-])c1ccc(N2CCN(Cc3ccc(C(O)(C(F)(F)F)C(F)(F)F)cc3)CC2)cc1, [Fe]. Yields the product Nc1ccc(N2CCN(Cc3ccc(C(O)(C(F)(F)F)C(F)(F)F)cc3)CC2)cc1. Reaction SMILES: [CH3:34][CH:35]([OH:36])[CH3:37].[ClH:33].[F:1][C:2]([C:3]([C:4]([F:5])([F:6])[F:7])([OH:8])[c:9]1[cH:10][cH:11][c:12]([CH2:15][N:16]2[CH2:17][CH2:18][N:19]([c:22]3[cH:23][cH:24][c:25]([N+:28]([O-:29])=[O:30])[cH:26][cH:27]3)[CH2:20][CH2:21]2)[cH:13][cH:14]1)([F:31])[F:32].[Fe:38]>>[F:1][C:2]([C:3]([C:4]([F:5])([F:6])[F:7])([OH:8])[c:9]1[cH:10][cH:11][c:12]([CH2:15][N:16]2[CH2:17][CH2:18][N:19]([c:22]3[cH:23][cH:24][c:25]([NH2:28])[cH:26][cH:27]3)[CH2:20][CH2:21]2)[cH:13][cH:14]1)([F:31])[F:32].